Dataset: the Open Reaction Database (ORD), a public repository of structured organic reaction records. Task: describe an organic reaction: reactants, conditions, products, and yield The reactants are P(=O)(Cl)(Cl)Cl (phosphorous oxychloride), NC1=NC=C(C(=O)O)C=C1 (6-aminonicotinic acid), C(=O)(N1C=NC=C1)N1C=NC=C1 (1,1′-carbonyl-diimidazole), CC1=C(C(=NO1)C1=CC=CC=C1)C(=O)NN (5-methyl-3-phenyl-isoxazole-4-carboxylic acid hydrazide), C([O-])([O-])=O.[Na+].[Na+] (sodium carbonate). Solvent: ClC1=CC=CC=C1 (chlorobenzene), C(C)(=O)OCC (ethyl acetate). Reaction conditions: temperature 90 celsius, time 2 hour. Yields the product CC1=C(C(=NO1)C1=CC=CC=C1)C1=NN=C(O1)C=1C=CC(=NC1)N (5-[5-(5-Methyl-3-phenyl-isoxazol-4-yl)-[1,3,4]oxadiazol-2-yl]-pyridin-2-ylamine). The yield is 9.2%. As a reaction SMILES: [NH2:1][C:2]1[CH:10]=[CH:9][C:5]([C:6]([OH:8])=O)=[CH:4][N:3]=1.C(N1C=CN=C1)(N1C=CN=C1)=O.[CH3:23][C:24]1[O:28][N:27]=[C:26]([C:29]2[CH:34]=[CH:33][CH:32]=[CH:31][CH:30]=2)[C:25]=1[C:35]([NH:37][NH2:38])=O.P(Cl)(Cl)(Cl)=O.C(=O)([O-])[O-].[Na+].[Na+]>ClC1C=CC=CC=1.C(OCC)(=O)C>[CH3:23][C:24]1[O:28][N:27]=[C:26]([C:29]2[CH:34]=[CH:33][CH:32]=[CH:31][CH:30]=2)[C:25]=1[C:35]1[O:8][C:6]([C:5]2[CH:9]=[CH:10][C:2]([NH2:1])=[N:3][CH:4]=2)=[N:38][N:37]=1 |f:4.5.6|. Procedure details: To a suspension of 6-aminonicotinic acid (191 mg, 1.38 mmol) in chlorobenzene (2 mL) was added 1,1′-carbonyl-diimidazole (224 mg, 1.38 mmol) and the resulting mixture stirred for 2 h at 90° C. After the suspension was cooled to ambient temperature 5-methyl-3-phenyl-isoxazole-4-carboxylic acid hydrazide (200 mg, 0.92 mmol) was added and stirred for 1 h at 90° C. After the reaction mixture was cooled to ambient temperature phosphorous oxychloride (0.84 mL, 9.20 mmol) was added and stirring was con... Reactants: C1(CCC1)CC1(C(C(=C(C2=CC=CC=C12)O)C(=O)OCC)=O)C (Ethyl 4-(cyclobutylmethyl)-1-hydroxy-4-methyl-3-oxo-3,4-dihydronaphthalene-2-carboxylate). The solvent is O1CCOCC1 (dioxane), Cl (HCl), O (water). Yields the product C1(CCC1)CC1(C(C=C(C2=CC=CC=C12)O)=O)C (1-(cyclobutylmethyl)-4-hydroxy-1-methylnaphthalen-2(1H)-one). The yield is 83.0%. As a reaction SMILES: [CH:1]1([CH2:5][C:6]2([CH3:23])[C:15]3[C:10](=[CH:11][CH:12]=[CH:13][CH:14]=3)[C:9]([OH:16])=[C:8](C(OCC)=O)[C:7]2=[O:22])[CH2:4][CH2:3][CH2:2]1>O1CCOCC1.Cl.O>[CH:1]1([CH2:5][C:6]2([CH3:23])[C:15]3[C:10](=[CH:11][CH:12]=[CH:13][CH:14]=3)[C:9]([OH:16])=[CH:8][C:7]2=[O:22])[CH2:2][CH2:3][CH2:4]1. Procedure: A solution of Example 55E (0.055 g, 0.174 mmol) in 4 mL of dioxane and 4 mL of 1N HCl was refluxed for 3 hours. The solution was cooled to room temperature, diluted with water and extracted with 3× ethyl acetate. The combined organic layers were dried over MgSO4, and concentrated in vacuo to yield the title compound (0.035 g, 83% yield) as an oil that solidifies on standing. 1H NMR (300 MHz, DMSO-d6): δ ppm 1.16 (m, 3H) 1.48 (s, 3H) 1.70 (m, 3H) 2.04 (m, 2H) 2.21 (m, 1H) 5.76 (m, 1H) 7.30 (m, 1H...